From a dataset of the Open Reaction Database (ORD), a public repository of structured organic reaction records. describe an organic reaction: reactants, conditions, products, and yield The reactants are C(C1=CC=CC=C1)OC1=CC=C(CN2C=C(C(=C2)C2=CC=CC=C2)/C=C/C(=O)OCC)C=C1 (ethyl(E)-3-[1-(4-benzyloxybenzyl)-4-phenyl-3-pyrrolyl]propenoate). Reagents/catalysts: [C].[Pd] (palladium-carbon). Run in O1CCCC1 (tetrahydrofuran). Conditions: time 8 hour. Yields the product OC1=CC=C(CN2C=C(C(=C2)C2=CC=CC=C2)CCC(=O)OCC)C=C1 (ethyl 3-[1-(4-hydroxybenzyl)-4-phenyl-3-pyrrolyl]propionate). Isolated yield 95.8%. Reaction SMILES: C([O:8][C:9]1[CH:33]=[CH:32][C:12]([CH2:13][N:14]2[CH:18]=[C:17]([C:19]3[CH:24]=[CH:23][CH:22]=[CH:21][CH:20]=3)[C:16](/[CH:25]=[CH:26]/[C:27]([O:29][CH2:30][CH3:31])=[O:28])=[CH:15]2)=[CH:11][CH:10]=1)C1C=CC=CC=1>[C].[Pd].O1CCCC1>[OH:8][C:9]1[CH:33]=[CH:32][C:12]([CH2:13][N:14]2[CH:18]=[C:17]([C:19]3[CH:24]=[CH:23][CH:22]=[CH:21][CH:20]=3)[C:16]([CH2:25][CH2:26][C:27]([O:29][CH2:30][CH3:31])=[O:28])=[CH:15]2)=[CH:11][CH:10]=1 |f:1.2|. Reported procedure: A mixture of ethyl(E)-3-[1-(4-benzyloxybenzyl)-4-phenyl-3-pyrrolyl]propenoate (19.50 g), 5% palladium-carbon (20.00 g), and tetrahydrofuran (200 ml) was stirred overnight at room temperature under a hydrogen atmosphere. After the palladium-carbon was removed by filtration, the filtrate was concentrated. The residue was subjected to silica gel column chromatography, and ethyl 3-[1-(4-hydroxybenzyl)-4-phenyl-3-pyrrolyl]propionate (14.92 g, yield: 96%) was obtained as an oily substance from the fra... The reactants are Clc1ncc(Br)c(Cl)n1, NC1CCCC1, CCC(CC)n1ccc2cnc(Cl)nc21. Yields the product Clc1ncc2ccn(C3CCCC3)c2n1. As a reaction SMILES: [Br:7][c:8]1[c:9]([Cl:10])[n:11][c:12]([Cl:13])[n:14][cH:15]1.[CH:1]1([NH2:2])[CH2:3][CH2:4][CH2:5][CH2:6]1.[Cl:16][c:17]1[n:18][cH:19][c:20]2[c:21]([n:22]1)[n:23]([CH:26]([CH2:27][CH3:28])[CH2:29][CH3:30])[cH:24][cH:25]2>>[Cl:16][c:17]1[n:18][cH:19][c:20]2[c:21]([n:22]1)[n:23]([CH:26]1[CH2:27][CH2:28][CH2:30][CH2:29]1)[cH:24][cH:25]2.